This data is from the Open Reaction Database (ORD), a public repository of structured organic reaction records. The task is: describe an organic reaction: reactants, conditions, products, and yield Procedure: The procedure is carried out as described in Example 1(b) but with the use of 138 g (0.85 mol) of isobutylidene-2-aminomethylpyridine, 150 ml of toluene and 4 g (0.036 mol) of potassium tert-butylate. After a reaction time of 30 minutes at 40° C. and subsequent distillation, there is obtained 92 g (0.57 mol) of 2-pyridylmethylidene-isobutylamine; yield 67% of theory; b.p. 95° C./2.0×103Pa. The solvent is C1(=CC=CC=C1)C (toluene). Product: N1=C(C=CC=C1)C=NCC(C)C (2-pyridylmethylidene-isobutylamine). Starting materials: C(C(C)C)=C1C(N=CC=C1)CN (isobutylidene-2-aminomethylpyridine), CC(C)(C)[O-].[K+] (potassium tert-butylate). RXN SMILES: C(=[C:5]1[CH:10]=[CH:9][CH:8]=[N:7][CH:6]1[CH2:11][NH2:12])C(C)C.[CH3:13][C:14]([O-])([CH3:16])[CH3:15].[K+]>C1(C)C=CC=CC=1>[N:7]1[CH:8]=[CH:9][CH:10]=[CH:5][C:6]=1[CH:11]=[N:12][CH2:13][CH:14]([CH3:16])[CH3:15] |f:1.2|. The yield is 1583.3%. Reactants: COC(=O)C(NC(=O)OC(C)(C)C)P(=O)(OC)OC, C1CCC2=NCCCN2CC1, ClCCl, CCOC(C)=O, O=Cc1cccc(O)c1. Yields the product COC(=O)C(=Cc1cccc(O)c1)NC(=O)OC(C)(C)C. RXN SMILES: [C:1]([CH3:2])([CH3:3])([CH3:4])[O:5][C:6](=[O:7])[NH:8][CH:9]([C:10](=[O:11])[O:12][CH3:13])[P:14]([O:15][CH3:16])([O:17][CH3:18])=[O:19].[CH2:29]1[CH2:30][CH2:31][C:32]2=[N:37][CH2:36][CH2:35][CH2:34][N:33]2[CH2:38][CH2:39]1.[CH2:40]([Cl:41])[Cl:42].[CH3:43][CH2:44][O:45][C:46](=[O:47])[CH3:48].[OH:20][c:21]1[cH:22][c:23]([CH:24]=[O:25])[cH:26][cH:27][cH:28]1>>[C:1]([CH3:2])([CH3:3])([CH3:4])[O:5][C:6](=[O:7])[NH:8][C:9]([C:10](=[O:11])[O:12][CH3:13])=[CH:24][c:23]1[cH:22][c:21]([OH:20])[cH:28][cH:27][cH:26]1. Reported procedure: Three and eight-tenths grams (3.8 g.) (0.025 m.) of p-hydroxyphenylisothiocyanate was mixed with 2.5 g. (0.025 m.) of n-butylisocyanate in 50 mls. of benzene. To this mixture was added 3 drops each of triethylamine and dibutyltin dilaurate, and the mixture was allowed to stand at ambient temperature over night. After refluxing on the steam-bath for thirty minutes, the solvent was removed under vacuum by means of a rotary evaporator. The residue was slurried in n-hexane, filtered and air dried. T... The solvent is C1=CC=CC=C1 (benzene). RXN SMILES: [OH:1][C:2]1[CH:7]=[CH:6][C:5]([N:8]=[C:9]=[S:10])=[CH:4][CH:3]=1.[CH2:11]([N:15]=[C:16]=[O:17])[CH2:12][CH2:13][CH3:14].C([O-])(=O)CCCCCCCCCCC.C([O-])(=O)CCCCCCCCCCC.C([Sn+2]CCCC)CCC>C(N(CC)CC)C.C1C=CC=CC=1>[CH2:11]([NH:15][C:16]([O:1][C:2]1[CH:7]=[CH:6][C:5]([N:8]=[C:9]=[S:10])=[CH:4][CH:3]=1)=[O:17])[CH2:12][CH2:13][CH3:14] |f:2.3.4|. Yields the product C(CCC)NC(=O)OC1=CC=C(C=C1)N=C=S (p-n-Butylcarbamyloxyphenylisothiocyanate). Reactants: OC1=CC=C(C=C1)N=C=S (p-hydroxyphenylisothiocyanate), C(CCCCCCCCCCC)(=O)[O-].C(CCCCCCCCCCC)(=O)[O-].C(CCC)[Sn+2]CCCC (dibutyltin dilaurate), C(CCC)N=C=O (n-butylisocyanate). Reagents/catalysts: C(C)N(CC)CC (triethylamine). Starting materials: C1(=CC=CC2=CC=CC=C12)OCCCOC1=C(C2=C(C(CC(O2)(CCC(=O)OCC)CCC(=O)OCC)=O)C=C1)CCC (diethyl 3,4-dihydro-7-[3-(1-naphthalenyloxy)propoxy]-4-oxo-8-propyl-2H-1-benzopyran-2,2-dipropanoate), ClC1=CC=C(OCCCOC2=C(C3=C(C(CC(O3)(CCC(=O)OCC)CCC(=O)OCC)=O)C=C2)CCC)C=C1 (diethyl 3,4-dihydro-7-[3-(4-chlorophenoxy)propoxy]-4-oxo-8-propyl-2H-1-benzopyran-2,2-dipropanoate). Product: C1(=CC=CC2=CC=CC=C12)OCCCOC1=C(C2=C(C(CC(O2)(CCC(=O)O)CCC(=O)O)=O)C=C1)CCC (3,4-dihydro-7-[3-(1-naphthalenyloxy)propoxy]-4-oxo-8-propyl-2H-1-benzopyran-2,2-dipropanoic acid). As a reaction SMILES: [C:1]1([O:11][CH2:12][CH2:13][CH2:14][O:15][C:16]2[CH:40]=[CH:39][C:19]3[C:20](=[O:38])[CH2:21][C:22]([CH2:31][CH2:32][C:33]([O:35]CC)=[O:34])([CH2:24][CH2:25][C:26]([O:28]CC)=[O:27])[O:23][C:18]=3[C:17]=2[CH2:41][CH2:42][CH3:43])[C:10]2[C:5](=[CH:6][CH:7]=[CH:8][CH:9]=2)[CH:4]=[CH:3][CH:2]=1.ClC1C=CC(OCCCOC2C=CC3C(=O)CC(CCC(OCC)=O)(CCC(OCC)=O)OC=3C=2CCC)=CC=1>>[C:1]1([O:11][CH2:12][CH2:13][CH2:14][O:15][C:16]2[CH:40]=[CH:39][C:19]3[C:20](=[O:38])[CH2:21][C:22]([CH2:24][CH2:25][C:26]([OH:28])=[O:27])([CH2:31][CH2:32][C:33]([OH:35])=[O:34])[O:23][C:18]=3[C:17]=2[CH2:41][CH2:42][CH3:43])[C:10]2[C:5](=[CH:6][CH:7]=[CH:8][CH:9]=2)[CH:4]=[CH:3][CH:2]=1. Procedure: The title compound was prepared by the method of Example 22 substituting the title product of Example 28 (549 mg) for the title product of Example 21 to give, after crystallization from ethyl acetate, 141 mg, m.p. 164°-167° C. The reactants are BrCCCC1SC2=C(NC1=O)C=C(C(=C2)C)C (2-(3-bromopropyl)-6,7-dimethyl-2H-1,4-benzothiazin-3(4H)-one), FC1=CC=C(C=C1)N1CCNCC1 (1-(4-fluorophenyl)piperazine). Run in C(C)(=O)OCC (ethyl acetate). Reaction conditions: temperature 110 celsius, time 1 hour. Yields the product FC1=CC=C(C=C1)N1CCN(CC1)CCCC1SC2=C(NC1=O)C=C(C(=C2)C)C (2-[3-[4-(4-fluorophenyl)-1-piperazinyl]propyl]-6,7-dimethyl-2H-1,4-benzothiazin-3(4H)-one). Yield: 78.6%. Reaction SMILES: Br[CH2:2][CH2:3][CH2:4][CH:5]1[C:10](=[O:11])[NH:9][C:8]2[CH:12]=[C:13]([CH3:17])[C:14]([CH3:16])=[CH:15][C:7]=2[S:6]1.[F:18][C:19]1[CH:24]=[CH:23][C:22]([N:25]2[CH2:30][CH2:29][NH:28][CH2:27][CH2:26]2)=[CH:21][CH:20]=1>C(OCC)(=O)C>[F:18][C:19]1[CH:20]=[CH:21][C:22]([N:25]2[CH2:30][CH2:29][N:28]([CH2:2][CH2:3][CH2:4][CH:5]3[C:10](=[O:11])[NH:9][C:8]4[CH:12]=[C:13]([CH3:17])[C:14]([CH3:16])=[CH:15][C:7]=4[S:6]3)[CH2:27][CH2:26]2)=[CH:23][CH:24]=1. Procedure: In 10 ml of ethyl acetate were dissolved 628 mg of 2-(3-bromopropyl)-6,7-dimethyl-2H-1,4-benzothiazin-3(4H)-one and 721 mg of 1-(4-fluorophenyl)piperazine. The solution was concentrated and the concentrate was stirred at 110° C. for one hour, diluted with water, and extracted with ethyl acetate. The ethyl acetate layer was washed with water, dried over MgSO4 and concentrated to give 2-[3-[4-(4-fluorophenyl)-1-piperazinyl]propyl]-6,7-dimethyl-2H-1,4-benzothiazin-3(4H)-one (650 mg, 78.6%). Recryst... Isolated yield 57.4%. Procedure: The title compound was prepared in a manner similar to that described in Example 275 using the compound obtained in Example 293 (21 mg, 0. 070 mmol), 10% palladium-on-carbon (10 mg) and dimethylformamide (0.6 ml). 11 mg of the title compound was obtained as colorless crystals (57.4%). The crystals were purified by silica gel column chromatography to obtain the cis- form of the title compound as colorless powdery crystals (mp. 209°-225° C.) and the trans- form of the title compound as colorless p... Reaction SMILES: [N:1]([CH2:4][CH:5]1[O:20][C:8]2=[C:9]3[C:14](=[C:15]([CH3:17])[CH:16]=[C:7]2[CH:6]1[CH2:21][CH3:22])[NH:13][C:12](=[O:18])[C:11]([CH3:19])=[CH:10]3)=[N+]=[N-]>[Pd].CN(C)C=O>[NH2:1][CH2:4][CH:5]1[O:20][C:8]2=[C:9]3[C:14](=[C:15]([CH3:17])[CH:16]=[C:7]2[CH:6]1[CH2:21][CH3:22])[NH:13][C:12](=[O:18])[C:11]([CH3:19])=[CH:10]3. Solvent: CN(C=O)C (dimethylformamide). The reagents and catalysts are [Pd] (palladium-on-carbon). Reactants: crystals, N(=[N+]=[N-])CC1C(C=2C(=C3C=C(C(NC3=C(C2)C)=O)C)O1)CC (2-Azidomethyl-5,8-dimethyl-3-ethyl-2,3,6,7-tetrahydrofuro[2,3-f]quinoline-7-one). Product: NCC1C(C=2C(=C3C=C(C(NC3=C(C2)C)=O)C)O1)CC (2-Aminomethyl-5,8-dimethyl-3-ethyl-2,3,6,7-tetrahydrofuro[2,3-f]quinoline-7-one). Reactants: COC(=O)C=1C(OC2=CC(=CC=C2C1O)Cl)=O (7-chloro-4-hydroxy-2-oxo-2H-chromene-3-carboxylic acid methyl ester), NCC(=O)[O-].[Na+] (sodium glycinate), Cl (HCl). The solvent is O (water), COCCO (2-methoxyethanol). The product is ClC1=CC=C2C(=C(C(OC2=C1)=O)C(=O)NCC(=O)O)O ([(7-Chloro-4-hydroxy-2-oxo-2H-chromene-3-carbonyl)-amino]-acetic acid). Reaction SMILES: CO[C:3]([C:5]1[C:6](=[O:17])[O:7][C:8]2[C:13]([C:14]=1[OH:15])=[CH:12][CH:11]=[C:10]([Cl:16])[CH:9]=2)=[O:4].[NH2:18][CH2:19][C:20]([O-:22])=[O:21].[Na+].Cl>COCCO.O>[Cl:16][C:10]1[CH:9]=[C:8]2[C:13]([C:14]([OH:15])=[C:5]([C:3]([NH:18][CH2:19][C:20]([OH:22])=[O:21])=[O:4])[C:6](=[O:17])[O:7]2)=[CH:12][CH:11]=1 |f:1.2|. Procedure details: A suspension of 350 mg of 7-chloro-4-hydroxy-2-oxo-2H-chromene-3-carboxylic acid methyl ester (1.38 mmol) and 670 mg of sodium glycinate (6.9 mmol) in 13 mL of 2-methoxyethanol was heated at reflux temperature for 10 hours. The mixture was cooled acidified with 1N HCl and diluted with 10 mL water. The resultant white solid was collected on a glass fritted filter and washed twice with water and once with methanol. The solid was triturated with methanol to give 124 mg. MS: (+) m/z 298.03/300.02 (M...